From a dataset of the Open Reaction Database (ORD), a public repository of structured organic reaction records. describe an organic reaction: reactants, conditions, products, and yield Reactants: Fc1cc(C(F)(F)F)ccc1-c1cc(C(F)(F)F)nc(Cl)n1, OB(O)c1ccnc(Cl)c1. Product: Fc1cc(C(F)(F)F)ccc1-c1cc(C(F)(F)F)nc(-c2ccnc(Cl)c2)n1. RXN SMILES: [Cl:1][c:2]1[n:3][c:4]([C:19]([F:20])([F:21])[F:22])[cH:5][c:6](-[c:8]2[c:9]([F:18])[cH:10][c:11]([C:14]([F:15])([F:16])[F:17])[cH:12][cH:13]2)[n:7]1.[Cl:23][c:24]1[n:25][cH:26][cH:27][c:28]([B:30]([OH:31])[OH:32])[cH:29]1>>[c:2]1(-[c:28]2[cH:27][cH:26][n:25][c:24]([Cl:23])[cH:29]2)[n:3][c:4]([C:19]([F:20])([F:21])[F:22])[cH:5][c:6](-[c:8]2[c:9]([F:18])[cH:10][c:11]([C:14]([F:15])([F:16])[F:17])[cH:12][cH:13]2)[n:7]1. Reactants: F[B-](F)(F)F, CNC, CCN(C(C)C)C(C)C, COc1ccc(F)c(Cl)c1C(C)c1c[nH]c2ncc(-c3cnn(C4CCC(C(=O)O)CC4)c3C)cc12, ClCCl, Cl, CN(C)C(On1nnc2ccccc21)=[N+](C)C. Yields the product COc1ccc(F)c(Cl)c1C(C)c1c[nH]c2ncc(-c3cnn(C4CCC(C(=O)N(C)C)CC4)c3C)cc12. As a reaction SMILES: [B-:41]([F:42])([F:43])([F:44])[F:45].[CH3:38][NH:39][CH3:40].[CH:63]([N:64]([CH2:65][CH3:66])[CH:67]([CH3:68])[CH3:69])([CH3:70])[CH3:71].[Cl:1][c:2]1[c:3]([CH:11]([CH3:12])[c:13]2[cH:14][nH:15][c:16]3[n:17][cH:18][c:19](-[c:22]4[cH:23][n:24][n:25]([CH:28]5[CH2:29][CH2:30][CH:31]([C:34](=[O:35])[OH:36])[CH2:32][CH2:33]5)[c:26]4[CH3:27])[cH:20][c:21]23)[c:4]([O:9][CH3:10])[cH:5][cH:6][c:7]1[F:8].[Cl:72][CH2:73][Cl:74].[ClH:37].[n:46]1([O:47][C:48]([N:49]([CH3:50])[CH3:51])=[N+:52]([CH3:53])[CH3:54])[c:55]2[cH:56][cH:57][cH:58][cH:59][c:60]2[n:61][n:62]1>>[Cl:1][c:2]1[c:3]([CH:11]([CH3:12])[c:13]2[cH:14][nH:15][c:16]3[n:17][cH:18][c:19](-[c:22]4[cH:23][n:24][n:25]([CH:28]5[CH2:29][CH2:30][CH:31]([C:34](=[O:35])[N:39]([CH3:38])[CH3:40])[CH2:32][CH2:33]5)[c:26]4[CH3:27])[cH:20][c:21]23)[c:4]([O:9][CH3:10])[cH:5][cH:6][c:7]1[F:8]. Reactants: epoxide, FC=1C=C(C=CC1OC)O (3-fluoro-4-methoxyphenol), BrCCOCCC (1-bromo-2-propoxyethane). The product is FC1=C(C=CC(=C1)OCCOCCC)OC (2-fluoro-1-methoxy-4-(2-propoxyethoxy)benzene). RXN SMILES: [F:1][C:2]1[CH:3]=[C:4]([OH:10])[CH:5]=[CH:6][C:7]=1[O:8][CH3:9].Br[CH2:12][CH2:13][O:14][CH2:15][CH2:16][CH3:17]>>[F:1][C:2]1[CH:3]=[C:4]([O:10][CH2:12][CH2:13][O:14][CH2:15][CH2:16][CH3:17])[CH:5]=[CH:6][C:7]=1[O:8][CH3:9]. Reported procedure: The epoxide starting material is obtained by reacting 3-fluoro-4-methoxyphenol with 1-bromo-2-propoxyethane. After work up of the reaction mixture 2-fluoro-1-methoxy-4-(2-propoxyethoxy)benzene is obtained which is then reacted with sodium thioethoxide giving 2-fluoro-4-(2-propoxyethoxy)phenol which is then reacted with epichlorhydrin in the presence of a catalytic amount of piperidine. Starting materials: [H-].[H-].[H-].[H-].[Li+].[Al+3] (LAH), ClC1=NSC(=C1COC1=C(C(=C(C=C1)CCC(=O)OCC)F)F)C1=CC=C(C=C1)Cl (ethyl 3-(4-((3-chloro-5-(4-chlorophenyl)isothiazol-4-yl)methoxy)-2,3-difluorophenyl)propanoate). Product: ClC1=NSC(=C1COC1=C(C(=C(C=C1)CCCO)F)F)C1=CC=C(C=C1)Cl (3-(4-((3-chloro-5-(4-chlorophenyl)isothiazol-4-yl)methoxy)-2,3-difluorophenyl)propan-1-ol). Reaction SMILES: [H-].[H-].[H-].[H-].[Li+].[Al+3].[Cl:7][C:8]1[C:12]([CH2:13][O:14][C:15]2[CH:20]=[CH:19][C:18]([CH2:21][CH2:22][C:23](OCC)=[O:24])=[C:17]([F:28])[C:16]=2[F:29])=[C:11]([C:30]2[CH:35]=[CH:34][C:33]([Cl:36])=[CH:32][CH:31]=2)[S:10][N:9]=1>>[Cl:7][C:8]1[C:12]([CH2:13][O:14][C:15]2[CH:20]=[CH:19][C:18]([CH2:21][CH2:22][CH2:23][OH:24])=[C:17]([F:28])[C:16]=2[F:29])=[C:11]([C:30]2[CH:31]=[CH:32][C:33]([Cl:36])=[CH:34][CH:35]=2)[S:10][N:9]=1 |f:0.1.2.3.4.5|. Procedure details: The title compound was prepared according to the procedure described in Example 156 following Step 2 by LAH reduction of ethyl 3-(4-((3-chloro-5-(4-chlorophenyl)isothiazol-4-yl)methoxy)-2,3-difluorophenyl)propanoate to afford the desired product as an off-white solid. 1H NMR (400 MHz, CDCl3) δ 7.48 (dd, J=8.5, 4.2 Hz, 4H), 6.88 (t, J=7.5 Hz, 1H), 6.77 (t, J=7.5 Hz, 1H), 4.98 (s, 2H), 3.71 (t, J=8.5 Hz, 2H), 2.73 (t, J=8.5 Hz, 2H), 1.88 (m, 2H), 1.75 (br, s, 1H). The reactants are C(=C)C12CC3CC(CC(C1)C3)C2 (1-vinyladamantane), C([O-])([O-])=O.[Na+].[Na+] (sodium carbonate), 70-m-chloroperbenzoic acid, resultant mixture. Run in ClCCl (dichloromethane). Product: O1C(C1)C12CC3CC(CC(C1)C3)C2 (1-(1,2-epoxyethyl)adamantane). Isolated yield 123.4%. As a reaction SMILES: [CH:1]([C:3]12[CH2:12][CH:7]3[CH2:8][CH:9]([CH2:11][CH:5]([CH2:6]3)[CH2:4]1)[CH2:10]2)=[CH2:2].C(=O)([O-])[O-:14].[Na+].[Na+]>ClCCl>[O:14]1[CH2:2][CH:1]1[C:3]12[CH2:12][CH:7]3[CH2:8][CH:9]([CH2:11][CH:5]([CH2:6]3)[CH2:4]1)[CH2:10]2 |f:1.2.3|. Procedure: To a mixture of 16.2 g of 1-vinyladamantane, 120 ml of dichloromethane, and 5.3 g of sodium carbonate, 36.9 g of 70-m-chloroperbenzoic acid was added over 30 minutes on a water bath. The resultant mixture was stirred at room temperature for further 2 hours, was washed with a 5% sodium sulfite aqueous solution and saturated aqueous sodium bicarbonate, and the obtained organic layer was then concentrated. The residue was purified by column chromatography on a silica gel (SiO2400 g, developing solu... Starting materials: FC1=CC(=C(C=C1F)C1=C(C=NC=C1)N(C(C1=CC(=NC(=C1)C(F)(F)F)C(F)(F)F)=O)CCS(=O)(=O)C)OC (N-[4-(4,5-Difluoro-2-methoxy-phenyl)-pyridin-3-yl]-N-(2-methanesulfonyl-ethyl)-2,6-bis-trifluoromethyl-isonicotinamide), FC1=CC(=C(C=C1F)C1=C(C=NC=C1)N(C(C1=CC(=NC(=C1)C(F)(F)F)C(F)(F)F)=O)CCS(=O)(=O)C)OC (N-[4-(4,5-Difluoro-2-methoxy-phenyl)-pyridin-3-yl]-N-(2-methanesulfonyl-ethyl)-2,6-bis-trifluoromethyl-isonicotinamide), C(C)C1=C(C=CC=C1)B(O)O (2-ethylphenylboronic acid). The solvent is CCCCCCC.CCOC(=O)C (n-heptane EtOAc). Product: C(C)C1=C(C=CC=C1)C1=C(C=NC=C1)NC ([4-(2-Ethyl-phenyl)-pyridin-3-yl]-methyl-amine). As a reaction SMILES: F[C:2]1[C:7](F)=[CH:6][C:5]([C:9]2[CH:14]=[CH:13][N:12]=[CH:11][C:10]=2[N:15]([CH2:32]CS(C)(=O)=O)C(=O)C2C=C(C(F)(F)F)N=C(C(F)(F)F)C=2)=[C:4](OC)[CH:3]=1.[CH2:40](C1C=CC=CC=1B(O)O)[CH3:41]>CCCCCCC.CCOC(C)=O>[CH2:40]([C:4]1[CH:3]=[CH:2][CH:7]=[CH:6][C:5]=1[C:9]1[CH:14]=[CH:13][N:12]=[CH:11][C:10]=1[NH:15][CH3:32])[CH3:41] |f:2.3|. Reported procedure: The title compound was prepared in analogy to example 72, from (4-iodo-pyridin-3-yl)-methyl-amine (example 36, intermediate b) and 2-ethylphenylboronic acid (CAS RN 90002-36-1) and using a gradient of n-heptane:EtOAc (100:0 to 40:60) for the chromatographic purification. Light yellow solid (87%). MS (ESI): m/z=213.138 [M+H]+. The reactants are C(=O)=O (carbon dioxide), S(=O)=O (sulfur dioxide), C([O-])(O)=O.[Mg+2].C([O-])(O)=O (magnesium bicarbonate), S(=O)=O (sulfur dioxide). Yields the product S([O-])(O)=O.[Mg+2].S([O-])(O)=O (magnesium bisulfite), S(=O)([O-])[O-].[Mg+2] (magnesium sulfite). RXN SMILES: C(=O)=[O:2].[S:4](=[O:6])=[O:5].C(=O)(O)[O-:8].[Mg+2:11].C(=O)(O)[O-:13]>>[S:4](=[O:8])([OH:6])[O-:5].[Mg+2:11].[S:4](=[O:13])([OH:6])[O-:5].[S:4]([O-:2])([O-:6])=[O:5].[Mg+2:11] |f:2.3.4,5.6.7,8.9|. Procedure: contacting at least a portion of the particles of combusted oil shale with an aqueous leaching agent containing sufficient dissolved carbon dioxide and sulfur dioxide for forming an enriched solution containing dissolved magnesium bicarbonate, and insufficient sulfur dioxide for forming magnesium bisulfite or magnesium sulfite; and